This data is from the Open Reaction Database (ORD), a public repository of structured organic reaction records. The task is: describe an organic reaction: reactants, conditions, products, and yield Reactants: COC1=CC(=CC(=C1OC)OC)C=O (TMBA), C(CO)O (ethylene glycol). Reaction conditions: time 30 minute. The product is C(C1=CC(OC)=C(O)C(OC)=C1)(=O)O (syringic acid). Yield: 77.1%. RXN SMILES: [CH3:1][O:2][C:3]1[C:8]([O:9]C)=[C:7]([O:11][CH3:12])[CH:6]=[C:5]([CH:13]=[O:14])[CH:4]=1.C(O)C[OH:17]>>[C:13]([OH:14])(=[O:17])[C:5]1[CH:6]=[C:7]([O:11][CH3:12])[C:8]([OH:9])=[C:3]([O:2][CH3:1])[CH:4]=1. Procedure: 106 g (0.5 mole) of TMBA, 66 g (1.6 mole) of soda in pellets in 200 g of ethylene glycol, are heated under nitrogen. Solution is complete towards 160° C. Distillation commences and stops at the end of 30 minutes, at around 195° C. This temperature is held for 30 minutes. After cooling under nitrogen, it is diluted with 1 l of water and acidified to pH 3 with 170 ml of 10 N sulphuric acid, with heating to bring it to reflux. It is then cooled and left to crystallize for 1 hour. By filtration, 163... Product: FC1=CC=C(C=C1)N1CCN(CC1)C(C)C1=CC=C(C=C1)C(C)(C)NC(C)=O (N-(1-(4-(1-(4-(4-Fluorophenyl)piperazin-1-yl)ethyl)phenyl)-1-methylethyl)acetamide). Procedure: By similar reaction and treatment to that in Example 1(5) using 1-(4-fluorophenyl)piperazine dihydrochloride instead of phenylpiperazine and N-(1-(4-(1-chloroethyl)phenyl)-1-methylethyl)acetamide instead of N-(4-chloromethylphenylmethyl)acetamide, the title compound was obtained as white crystals. Reactants: Cl.Cl.FC1=CC=C(C=C1)N1CCNCC1 (1-(4-fluorophenyl)piperazine dihydrochloride), ClC(C)C1=CC=C(C=C1)C(C)(C)NC(C)=O (N-(1-(4-(1-chloroethyl)phenyl)-1-methylethyl)acetamide). As a reaction SMILES: Cl.Cl.[F:3][C:4]1[CH:9]=[CH:8][C:7]([N:10]2[CH2:15][CH2:14][NH:13][CH2:12][CH2:11]2)=[CH:6][CH:5]=1.Cl[CH:17]([C:19]1[CH:24]=[CH:23][C:22]([C:25]([NH:28][C:29](=[O:31])[CH3:30])([CH3:27])[CH3:26])=[CH:21][CH:20]=1)[CH3:18]>>[F:3][C:4]1[CH:5]=[CH:6][C:7]([N:10]2[CH2:15][CH2:14][N:13]([CH:17]([C:19]3[CH:24]=[CH:23][C:22]([C:25]([NH:28][C:29](=[O:31])[CH3:30])([CH3:27])[CH3:26])=[CH:21][CH:20]=3)[CH3:18])[CH2:12][CH2:11]2)=[CH:8][CH:9]=1 |f:0.1.2|. The product is CNC(=O)C(CC(C)C)NC(=O)C(CC(C)C)CP(=O)(O)CN1C(=O)CCC1=O. The reactants are C[Si](C)(C)Br, CNC(=O)C(CC(C)C)NC(=O)C(CC(C)C)CP(=O)(CN1C(=O)CCC1=O)OC, ClCCl. RXN SMILES: [Br:31][Si:32]([CH3:33])([CH3:34])[CH3:35].[CH3:1][O:2][P:3](=[O:4])([CH2:5][N:6]1[C:7](=[O:12])[CH2:8][CH2:9][C:10]1=[O:11])[CH2:13][CH:14]([CH2:15][CH:16]([CH3:17])[CH3:18])[C:19]([NH:20][CH:21]([CH2:22][CH:23]([CH3:24])[CH3:25])[C:26]([NH:27][CH3:28])=[O:29])=[O:30].[Cl:36][CH2:37][Cl:38]>>[O:2]=[P:3]([OH:4])([CH2:5][N:6]1[C:7](=[O:12])[CH2:8][CH2:9][C:10]1=[O:11])[CH2:13][CH:14]([CH2:15][CH:16]([CH3:17])[CH3:18])[C:19]([NH:20][CH:21]([CH2:22][CH:23]([CH3:24])[CH3:25])[C:26]([NH:27][CH3:28])=[O:29])=[O:30]. Starting materials: Fc1ccc(Br)cc1, CC(=O)N1CCC(C(=O)c2ccc(Br)cc2)CC1, Cc1ccccc1, CC(=O)O, [Mg], C1CCOC1. Yields the product CC(=O)N1CCC(C(O)(c2ccc(F)cc2)c2ccc(Br)cc2)CC1. Reaction SMILES: [Br:1][c:2]1[cH:3][cH:4][c:5]([F:8])[cH:6][cH:7]1.[C:15]([CH3:16])(=[O:17])[N:18]1[CH2:19][CH2:20][CH:21]([C:24]([c:25]2[cH:26][cH:27][c:28]([Br:31])[cH:29][cH:30]2)=[O:32])[CH2:22][CH2:23]1.[CH3:33][c:34]1[cH:35][cH:36][cH:37][cH:38][cH:39]1.[CH3:40][C:41](=[O:42])[OH:43].[Mg:9].[O:10]1[CH2:11][CH2:12][CH2:13][CH2:14]1>>[c:2]1([C:24]([CH:21]2[CH2:20][CH2:19][N:18]([C:15]([CH3:16])=[O:17])[CH2:23][CH2:22]2)([c:25]2[cH:26][cH:27][c:28]([Br:31])[cH:29][cH:30]2)[OH:32])[cH:3][cH:4][c:5]([F:8])[cH:6][cH:7]1. The reactants are OC1=C2CCC(CC2=CC=C1)CN1N=C(C=CC1=O)C(C1=CC=CC=C1)C1=CC=CC=C1 (2-[(1,2,3,4-tetrahydro-5-hydroxy-2-naphthyl)methyl]-6-diphenylmethyl-3(2H)-pyridazinone), BrCC(=O)OCC (ethyl bromoacetate), C([O-])([O-])=O.[K+].[K+] (potassium carbonate). Run in C(C)#N (acetonitrile). The product is C(C)OC(=O)COC1=C2CCC(CC2=CC=C1)CN1N=C(C=CC1=O)C(C1=CC=CC=C1)C1=CC=CC=C1 (2-[(1,2,3,4-tetrahydro-5-ethoxycarbonylmethoxy-2-naphthyi)methyl]-6-diphenylmethyl-3(2H)-pyridazinone). Isolated yield 84.1%. As a reaction SMILES: [OH:1][C:2]1[CH:11]=[CH:10][CH:9]=[C:8]2[C:3]=1[CH2:4][CH2:5][CH:6]([CH2:12][N:13]1[C:18](=[O:19])[CH:17]=[CH:16][C:15]([CH:20]([C:27]3[CH:32]=[CH:31][CH:30]=[CH:29][CH:28]=3)[C:21]3[CH:26]=[CH:25][CH:24]=[CH:23][CH:22]=3)=[N:14]1)[CH2:7]2.Br[CH2:34][C:35]([O:37][CH2:38][CH3:39])=[O:36].C(=O)([O-])[O-].[K+].[K+]>C(#N)C>[CH2:38]([O:37][C:35]([CH2:34][O:1][C:2]1[CH:11]=[CH:10][CH:9]=[C:8]2[C:3]=1[CH2:4][CH2:5][CH:6]([CH2:12][N:13]1[C:18](=[O:19])[CH:17]=[CH:16][C:15]([CH:20]([C:27]3[CH:32]=[CH:31][CH:30]=[CH:29][CH:28]=3)[C:21]3[CH:22]=[CH:23][CH:24]=[CH:25][CH:26]=3)=[N:14]1)[CH2:7]2)=[O:36])[CH3:39] |f:2.3.4|. Procedure details: A suspension of 2-[(1,2,3,4-tetrahydro-5-hydroxy-2-naphthyl)methyl]-6-diphenylmethyl-3(2H)-pyridazinone (425 mg), ethyl bromoacetate (184 mg) and potassium carbonate (152.9 mg) in acetonitrile (15 ml) was refluxed for 6 hours. After cooling, the precipitated solid was filtered off and the filtrate was evaporated in vacuo. The residue was purified by silica gel column chromatography (n-hexane:ethyl acetate=1:1) to give 2-[(1,2,3,4-tetrahydro-5-ethoxycarbonylmethoxy-2-naphthyi)methyl]-6-diphenylme... Starting materials: ice water, C(C)(C)(C)C=1C=C(C=C(C1)C(C)(C)C)O (3,5-di-tert-butylphenol), OCNC(CCl)=O (N-hydroxymethyl-2-chloroacetamide), S(O)(O)(=O)=O (sulfuric acid), C(=O)(O)[O-].[Na+] (NaHCO3). Solvent: C(C)(=O)O (acetic acid). Product: ClCC(=O)NCC1=C(C=C(C=C1O)C(C)(C)C)C(C)(C)C (2-Chloro-N-(2,4-di-tert-butyl-6-hydroxybenzyl)acetamide). RXN SMILES: [C:1]([C:5]1[CH:6]=[C:7]([OH:15])[CH:8]=[C:9]([C:11]([CH3:14])([CH3:13])[CH3:12])[CH:10]=1)([CH3:4])([CH3:3])[CH3:2].O[CH2:17][NH:18][C:19](=[O:22])[CH2:20][Cl:21].S(=O)(=O)(O)O.C([O-])(O)=O.[Na+]>C(O)(=O)C>[Cl:21][CH2:20][C:19]([NH:18][CH2:17][C:6]1[C:7]([OH:15])=[CH:8][C:9]([C:11]([CH3:14])([CH3:13])[CH3:12])=[CH:10][C:5]=1[C:1]([CH3:4])([CH3:3])[CH3:2])=[O:22] |f:3.4|. Procedure: A finely powdered mixture of 5.2 g (25 mmol) of 3,5-di-tert-butylphenol and 3.15 g (25 mmol) of N-hydroxymethyl-2-chloroacetamide was added in portions to a vigorously stirred solution of 22.5 mL acetic acid and 2.5 mL (98%) sulfuric acid at 0-10° C. The reaction mixture was allowed to warm to room temperature over several hours, and stirring was maintained for a total of 16 hours. The reaction mixture was poured into ice-water, neutralized with saturated aqueous NaHCO3 solution and extracted in...